Dataset: the Open Reaction Database (ORD), a public repository of structured organic reaction records. Task: describe an organic reaction: reactants, conditions, products, and yield Starting materials: C=CCBr, CN(C)C=O, [H-], O=C1NC(=O)C2(c3ccc([N+](=O)[O-])cc3)CC1C2, [Na+]. Product: C=CCN1C(=O)C2CC(c3ccc([N+](=O)[O-])cc3)(C2)C1=O. RXN SMILES: [CH2:21]([CH:22]=[CH2:23])[Br:24].[CH3:25][N:26]([CH3:27])[CH:28]=[O:29].[H-:1].[N+:3](=[O:4])([O-:5])[c:6]1[cH:7][cH:8][c:9]([C:12]23[C:13](=[O:20])[NH:14][C:15](=[O:19])[CH:16]([CH2:17]2)[CH2:18]3)[cH:10][cH:11]1.[Na+:2]>>[N+:3](=[O:4])([O-:5])[c:6]1[cH:7][cH:8][c:9]([C:12]23[C:13](=[O:20])[N:14]([CH2:23][CH:22]=[CH2:21])[C:15](=[O:19])[CH:16]([CH2:17]2)[CH2:18]3)[cH:10][cH:11]1.